Dataset: the Open Reaction Database (ORD), a public repository of structured organic reaction records. Task: describe an organic reaction: reactants, conditions, products, and yield Reactants: N1CC(C1)N1C(N(C(=C(C1=O)C1=CC=NN1C1=CC=C(C#N)C=C1)C)C1=CC(=CC=C1)C(F)(F)F)=O (4-(5-(3-(azetidin-3-yl)-6-methyl-2,4-dioxo-1-(3-(trifluoromethyl)phenyl)-1,2,3,4-tetrahydropyrimidin-5-yl)-1H-pyrazol-1-yl)benzonitrile), C=O (formaldehyde). Product: CC1=C(C(N(C(N1C1=CC(=CC=C1)C(F)(F)F)=O)C1CN(C1)C)=O)C1=CC=NN1C1=CC=C(C#N)C=C1 (4-(5-(6-Methyl-3-(1-methylazetidin-3-yl)-2,4-dioxo-1-(3-(trifluoromethyl)phenyl)-1,2,3,4-tetrahydropyrimidin-5-yl)-1H-pyrazol-1-yl)benzonitrile). RXN SMILES: [NH:1]1[CH2:4][CH:3]([N:5]2[C:10](=[O:11])[C:9]([C:12]3[N:16]([C:17]4[CH:24]=[CH:23][C:20]([C:21]#[N:22])=[CH:19][CH:18]=4)[N:15]=[CH:14][CH:13]=3)=[C:8]([CH3:25])[N:7]([C:26]3[CH:31]=[CH:30][CH:29]=[C:28]([C:32]([F:35])([F:34])[F:33])[CH:27]=3)[C:6]2=[O:36])[CH2:2]1.[CH2:37]=O>>[CH3:25][C:8]1[N:7]([C:26]2[CH:31]=[CH:30][CH:29]=[C:28]([C:32]([F:34])([F:33])[F:35])[CH:27]=2)[C:6](=[O:36])[N:5]([CH:3]2[CH2:2][N:1]([CH3:37])[CH2:4]2)[C:10](=[O:11])[C:9]=1[C:12]1[N:16]([C:17]2[CH:24]=[CH:23][C:20]([C:21]#[N:22])=[CH:19][CH:18]=2)[N:15]=[CH:14][CH:13]=1. Reported procedure: The intended compound was obtained by using 4-(5-(3-(azetidin-3-yl)-6-methyl-2,4-dioxo-1-(3-(trifluoromethyl)phenyl)-1,2,3,4-tetrahydropyrimidin-5-yl)-1H-pyrazol-1-yl)benzonitrile (prepared in Example 112) and formaldehyde according to the similar reaction and treatment method to those described in Example 69. Reactants: C1CCOC1, CN(C)CCc1ccc(N)cc1, Cc1cc(C(=O)Nc2cccc(C(=O)c3ccc4c(c3)NC(=O)C4=CO)c2)n(C)n1. Product: Cc1cc(C(=O)Nc2cccc(C(=O)c3ccc4c(c3)NC(=O)C4=CNc3ccc(CCN(C)C)cc3)c2)n(C)n1. As a reaction SMILES: [CH2:43]1[O:44][CH2:45][CH2:46][CH2:47]1.[CH3:31][N:32]([CH2:33][CH2:34][c:35]1[cH:36][cH:37][c:38]([NH2:41])[cH:39][cH:40]1)[CH3:42].[OH:1][CH:2]=[C:3]1[C:4](=[O:30])[NH:5][c:6]2[cH:7][c:8]([C:12](=[O:13])[c:14]3[cH:15][c:16]([NH:20][C:21](=[O:22])[c:23]4[n:24]([CH3:29])[n:25][c:26]([CH3:28])[cH:27]4)[cH:17][cH:18][cH:19]3)[cH:9][cH:10][c:11]21>>[CH:2](=[C:3]1[C:4](=[O:30])[NH:5][c:6]2[cH:7][c:8]([C:12](=[O:13])[c:14]3[cH:15][c:16]([NH:20][C:21](=[O:22])[c:23]4[n:24]([CH3:29])[n:25][c:26]([CH3:28])[cH:27]4)[cH:17][cH:18][cH:19]3)[cH:9][cH:10][c:11]21)[NH:41][c:38]1[cH:37][cH:36][c:35]([CH2:34][CH2:33][N:32]([CH3:31])[CH3:42])[cH:40][cH:39]1. The reactants are ClC1=NC2=CC(=C(C=C2N=C1)Cl)Cl (2,6,7-trichloroquinoxaline), OC1=CC=C(OC(C(=CC(=O)OCC)OC)C)C=C1 (ethyl 4-(4-hydroxyphenoxy)-3-methoxy-2-pentenoate), C(=O)([O-])[O-].[K+].[K+] (K2CO3). Solvent: CC#N (CH3CN). The product is enol ether, ClC=1C=C2N=CC(=NC2=CC1Cl)OC1=CC=C(OC(C(=CC(=O)OCC)OC)C)C=C1 (ethyl 4-[4-(6,7-dichloro-2-quinoxalyloxy)phenoxy]-3-methoxy-2-pentenoate). Reaction SMILES: Cl[C:2]1[CH:11]=[N:10][C:9]2[C:4](=[CH:5][C:6]([Cl:13])=[C:7]([Cl:12])[CH:8]=2)[N:3]=1.[OH:14][C:15]1[CH:32]=[CH:31][C:18]([O:19][CH:20]([CH3:30])[C:21]([O:28][CH3:29])=[CH:22][C:23]([O:25][CH2:26][CH3:27])=[O:24])=[CH:17][CH:16]=1.C([O-])([O-])=O.[K+].[K+]>CC#N>[Cl:12][C:7]1[CH:8]=[C:9]2[C:4](=[CH:5][C:6]=1[Cl:13])[N:3]=[C:2]([O:14][C:15]1[CH:16]=[CH:17][C:18]([O:19][CH:20]([CH3:30])[C:21]([O:28][CH3:29])=[CH:22][C:23]([O:25][CH2:26][CH3:27])=[O:24])=[CH:31][CH:32]=1)[CH:11]=[N:10]2 |f:2.3.4|. Reported procedure: A mixture of 2,6,7-trichloroquinoxaline (0.8 eq, 3.43 ml.), ethyl 4-(4-hydroxyphenoxy)-3-methoxy-2-pentenoate (1.09 g, 1.2 eq), K2CO3 (568 mg) and CH3CN (20 ml) is refluxed overnight and then filtered. The filtrate is concentrated and taken up in CH2Cl2. The CH2Cl2 solution is washed, dried and evaporated to dryness to yield crystalline enol ether, i.e., ethyl 4-[4-(6,7-dichloro-2-quinoxalyloxy)phenoxy]-3-methoxy-2-pentenoate. Starting materials: BrCCCCCCCCCCCNC1=CC=C(C(=O)OC)C=C1 (methyl 4-(11-bromoundecylamino)benzoate), C1(=CC=C(C=C1)S(=O)(=O)O)C (p-toluenesulfonic acid), OCC(O)CO (glycerol). Product: BrCCCCCCCCCCCNC1=CC=C(C(=O)OCC(CO)O)C=C1 (2,3-dihydroxypropyl 4-(11-bromoundecylamino)benzoate). Reaction SMILES: [Br:1][CH2:2][CH2:3][CH2:4][CH2:5][CH2:6][CH2:7][CH2:8][CH2:9][CH2:10][CH2:11][CH2:12][NH:13][C:14]1[CH:23]=[CH:22][C:17]([C:18]([O:20][CH3:21])=[O:19])=[CH:16][CH:15]=1.C1(C)C=CC(S(O)(=O)=O)=CC=1.[OH:35][CH2:36][CH:37](CO)[OH:38]>>[Br:1][CH2:2][CH2:3][CH2:4][CH2:5][CH2:6][CH2:7][CH2:8][CH2:9][CH2:10][CH2:11][CH2:12][NH:13][C:14]1[CH:15]=[CH:16][C:17]([C:18]([O:20][CH2:21][CH:37]([OH:38])[CH2:36][OH:35])=[O:19])=[CH:22][CH:23]=1. Procedure details: A mixture of 2.25 g. of methyl 4-(11-bromoundecylamino)benzoate, 280 mg. of glycerol, and 1.37 g. of p-toluenesulfonic acid is heated at 180° C. for 18 hours and then is partitioned between ether and 3% aqueous sodium carbonate solution. The ether layer is separated, dried, and evaporated to yield 2,3-dihydroxypropyl 4-(11-bromoundecylamino)benzoate. Reactants: COC(=O)CCc1ccc(N2CCN(c3ccc4c(c3)CCNCC4)C2=O)cc1, CC(=O)O, Cl, Cl. Product: O=C(O)CCc1ccc(N2CCN(c3ccc4c(c3)CCNCC4)C2=O)cc1. RXN SMILES: [CH3:2][O:3][C:4](=[O:5])[CH2:6][CH2:7][c:8]1[cH:9][cH:10][c:11]([N:14]2[C:15](=[O:30])[N:16]([c:19]3[cH:20][c:21]4[c:22]([cH:28][cH:29]3)[CH2:23][CH2:24][NH:25][CH2:26][CH2:27]4)[CH2:17][CH2:18]2)[cH:12][cH:13]1.[CH3:32][C:33](=[O:34])[OH:35].[ClH:1].[ClH:31]>>[O:3]=[C:4]([OH:5])[CH2:6][CH2:7][c:8]1[cH:9][cH:10][c:11]([N:14]2[C:15](=[O:30])[N:16]([c:19]3[cH:20][c:21]4[c:22]([cH:28][cH:29]3)[CH2:23][CH2:24][NH:25][CH2:26][CH2:27]4)[CH2:17][CH2:18]2)[cH:12][cH:13]1. The reactants are C(C=C)OC(=O)O[C@H](C)[C@@H]1[C@@H]2N(C(=C([C@@H]2C)CO)C(=O)OCC=C)C1=O (allyl (1S,5R,6S)-6-[(1R)-1-allyloxycarbonyloxyethyl]-2-hydroxymethyl-1-methyl-1-carbapen-2-em-3-carboxylate), N(C(=O)N)CC=1N2C(SC1)=CN=C2 (3-ureidomethylimidazo[5,1-b]thiazole). The product is O[C@H](C)[C@@H]1[C@@H]2N(C(=C([C@@H]2C)CN2C=[N+]3C(SC=C3CNC(=O)N)=C2)C(=O)[O-])C1=O ((1S,5R,6S)-6-[(1R)-1-hydroxyethyl]-2-(3-ureidomethylimidazo[5,1-b]thiazolium-6-yl)methyl-1-methyl-1-carbapen-2-em-3-carboxylate). Isolated yield 3.9%. RXN SMILES: C(OC([O:7][C@@H:8]([C@H:10]1[C:25](=[O:26])[N:12]2[C:13]([C:19]([O:21]CC=C)=[O:20])=[C:14]([CH2:17]O)[C@H:15]([CH3:16])[C@H:11]12)[CH3:9])=O)C=C.[NH:27]([CH2:31][C:32]1[N:33]2[CH:39]=[N:38][CH:37]=[C:34]2[S:35][CH:36]=1)[C:28]([NH2:30])=[O:29]>>[OH:7][C@@H:8]([C@H:10]1[C:25](=[O:26])[N:12]2[C:13]([C:19]([O-:21])=[O:20])=[C:14]([CH2:17][N:38]3[CH:37]=[C:34]4[S:35][CH:36]=[C:32]([CH2:31][NH:27][C:28]([NH2:30])=[O:29])[N+:33]4=[CH:39]3)[C@H:15]([CH3:16])[C@H:11]12)[CH3:9]. Reported procedure: The same procedure as in Example 1 was repeated except that 135 mg of allyl (1S,5R,6S)-6-[(1R)-1-allyloxycarbonyloxyethyl]-2-hydroxymethyl-1-methyl-1-carbapen-2-em-3-carboxylate and 87 mg of 3-ureidomethylimidazo[5,1-b]thiazole were used, thereby obtaining 6 mg of the title compound. The reactants are CC(C)([O-])C.[Na+] (sodium tert-butoxide), C(C)S (ethanethiol), C(C)(C)(C)OC(=O)N1CC2=CC=C(C=C2C1)Br (5-bromo-1,3-dihydro-isoindole-2-carboxylic acid tert-butyl ester). Reagents/catalysts: C(C)(C)P([C-]1C=CC=C1)C(C)C.[C-]1(C=CC=C1)P(C(C)C)C(C)C.[Fe+2] (1,1′-bis(diisopropylphosphino)ferrocene), C(C)(=O)[O-].[Pd+2].C(C)(=O)[O-] (palladium acetate). Run in C(C)(=O)OCC.O1CCCC1 (ethyl acetate tetrahydrofuran), O1CCOCC1 (dioxane). Reaction conditions: temperature 100 celsius, time 16 hour. The product is C(C)(C)(C)OC(=O)N1CC2=CC=C(C=C2C1)SCC (5-Ethylsulfanyl-1,3-dihydro-isoindole-2-carboxylic acid tert-butyl ester). Reaction SMILES: [C:1]([O:5][C:6]([N:8]1[CH2:16][C:15]2[C:10](=[CH:11][CH:12]=[C:13](Br)[CH:14]=2)[CH2:9]1)=[O:7])([CH3:4])([CH3:3])[CH3:2].CC(C)([O-])C.[Na+].[CH2:24]([SH:26])[CH3:25]>O1CCOCC1.C(OCC)(=O)C.O1CCCC1.C(P(C(C)C)[C-]1C=CC=C1)(C)C.[C-]1(P(C(C)C)C(C)C)C=CC=C1.[Fe+2].C([O-])(=O)C.[Pd+2].C([O-])(=O)C>[C:1]([O:5][C:6]([N:8]1[CH2:16][C:15]2[C:10](=[CH:11][CH:12]=[C:13]([S:26][CH2:24][CH3:25])[CH:14]=2)[CH2:9]1)=[O:7])([CH3:4])([CH3:3])[CH3:2] |f:1.2,5.6,7.8.9,10.11.12|. Reported procedure: Lit. Tetrahedron 2004, 60, 7397-7403. To a stirred suspension of 1.34 mmol 5-bromo-1,3-dihydro-isoindole-2-carboxylic acid tert-butyl ester (CAS: 201940-08-1) in 2 ml dioxane were added 0.03 mmol 1,1′-bis(diisopropylphosphino)ferrocene, 0.03 mmol palladium acetate, 1.61 mmol sodium tert-butoxide and 2.68 mmol ethanethiol and the mixture was stirred at 100° C. for 16 h. The reaction mixture was then cooled to room temperature, diluted with ethyl acetate/tetrahydrofuran and washed with brine. The ... Reactants: C(C1=CC=CC=C1)(=O)O\C(=C/C1=C(C(=C(C=C1)NC(=O)OC(C)(C)C)C)COC(C)=O)\C(=O)OC ((Z)-1-(2-(acetoxymethyl)-4-(tert-butoxycarbonylamino)-3-methylphenyl)-3-methoxy-3-oxoprop-1-en-2-yl benzoate), [H][H] (hydrogen). The reagents and catalysts are [B-](F)(F)(F)F.CC[C@@H]1CC[C@H](P1C2=CC=CC=C2P3[C@@H](CC[C@H]3CC)CC)CC.C1C[CH][CH]CC[CH][CH]1.[Rh] ((−)-1,2-bis((2R,5R)-2,5-diethylphospholano)benzene(cyclooctadiene)rhodium(I)tetrafluoroborate). Run in ClCCl (dichloromethane). Product: C(C1=CC=CC=C1)(=O)O[C@@H](C(=O)OC)CC1=C(C(=C(C=C1)NC(=O)OC(C)(C)C)C)COC(C)=O ((R)-3-(2-(acetoxymethyl)-4-(tert-butoxycarbonylamino)-3-methylphenyl)-1-methoxy-1-oxopropan-2-yl benzoate). As a reaction SMILES: [C:1]([O:9]/[C:10](/[C:32]([O:34][CH3:35])=[O:33])=[CH:11]\[C:12]1[CH:17]=[CH:16][C:15]([NH:18][C:19]([O:21][C:22]([CH3:25])([CH3:24])[CH3:23])=[O:20])=[C:14]([CH3:26])[C:13]=1[CH2:27][O:28][C:29](=[O:31])[CH3:30])(=[O:8])[C:2]1[CH:7]=[CH:6][CH:5]=[CH:4][CH:3]=1.[H][H]>ClCCl.[B-](F)(F)(F)F.CC[C@H]1P(C2C(P3[C@H](CC)CC[C@H]3CC)=CC=CC=2)[C@H](CC)CC1.C1[CH][CH]CC[CH][CH]C1.[Rh]>[C:1]([O:9][C@H:10]([CH2:11][C:12]1[CH:17]=[CH:16][C:15]([NH:18][C:19]([O:21][C:22]([CH3:25])([CH3:23])[CH3:24])=[O:20])=[C:14]([CH3:26])[C:13]=1[CH2:27][O:28][C:29](=[O:31])[CH3:30])[C:32]([O:34][CH3:35])=[O:33])(=[O:8])[C:2]1[CH:7]=[CH:6][CH:5]=[CH:4][CH:3]=1 |f:3.4.5.6,^1:70,71,74,75|. Procedure details: (Z)-1-(2-(acetoxymethyl)-4-(tert-butoxycarbonylamino)-3-methylphenyl)-3-methoxy-3-oxoprop-1-en-2-yl benzoate (20.00 g, 41.4 mmol) in dichloromethane (120.00 ml) was added (−)-1,2-bis((2R,5R)-2,5-diethylphospholano)benzene(cyclooctadiene)rhodium(I)tetrafluoroborate (280.00 mg, 0.424 mmol) under nitrogen atmosphere. The reaction mixture was hydrogenated at 60 psi pressure of hydrogen for 12h. The solvent was removed and crude product was carried to the next step as such. MS (ESI) 508 (M+H); Rf=2.5... The reactants are CCOC(C)=O, O=[N+]([O-])c1ccc(S(=O)(=O)N2CC(c3cc(F)ccc3F)=CC(c3ccccc3)C2)cc1, [Li+], CN(C)C=O, [OH-], O, O=C(O)CS. The product is Fc1ccc(F)c(C2=CC(c3ccccc3)CNC2)c1. As a reaction SMILES: [CH3:46][CH2:47][O:48][C:49]([CH3:50])=[O:51].[F:1][c:2]1[c:3]([C:9]2=[CH:10][CH:11]([c:27]3[cH:28][cH:29][cH:30][cH:31][cH:32]3)[CH2:12][N:13]([S:15]([c:16]3[cH:17][cH:18][c:19]([N+:20]([O-:21])=[O:22])[cH:23][cH:24]3)(=[O:25])=[O:26])[CH2:14]2)[cH:4][c:5]([F:8])[cH:6][cH:7]1.[Li+:39].[O:41]=[CH:42][N:43]([CH3:44])[CH3:45].[OH-:38].[OH2:40].[SH:33][CH2:34][C:35]([OH:36])=[O:37]>>[F:1][c:2]1[c:3]([C:9]2=[CH:10][CH:11]([c:27]3[cH:28][cH:29][cH:30][cH:31][cH:32]3)[CH2:12][NH:13][CH2:14]2)[cH:4][c:5]([F:8])[cH:6][cH:7]1. Solvent: C(Cl)Cl (methylene chloride). The product is N1C=CC2=CC=CC(=C12)C=O (1H-indole-7-carbaldehyde). Run at time 72 hour. Procedure details: Indole-7 carboxyldehyde (I-1). Ethyl Indole-7 m carboxylate was prepared according to literature procedure {Batcho B. and Leimgruber, K., Org. Syn. Vol IIV, page 34-40). To a solution of methyl 7-indolecarboxylate (13 g, 74.2 mmol) in 250 ml of anhydrous THF was added LiAlH4 (10.9 g, 0.288 mol) in portions, and reaction mixture was heated to reflux for 2 h. After cooling to room temperature, the excess hydride was quenched by addition of water (12 mL), 15% NaOH (12 mL) and water (26 mL). The sol... As a reaction SMILES: [NH:1]1[C:9]2[C:4](=[CH:5][CH:6]=[CH:7][C:8]=2[CH2:10][OH:11])[CH:3]=[CH:2]1>C(Cl)Cl.[O-2].[Mn+4].[O-2]>[NH:1]1[C:9]2[C:4](=[CH:5][CH:6]=[CH:7][C:8]=2[CH:10]=[O:11])[CH:3]=[CH:2]1 |f:2.3.4|. Reagents/catalysts: [O-2].[Mn+4].[O-2] (manganese (IV) oxide). Reactants: N1C=CC2=CC=CC(=C12)CO ((1H-indol-7-yl)-methanol), N1C=CC2=CC=CC(=C12)CO ((1H-indol-7-yl)-methanol).